From a dataset of the Open Reaction Database (ORD), a public repository of structured organic reaction records. describe an organic reaction: reactants, conditions, products, and yield Starting materials: O (H2O), ClC1=CC(=C(C=N1)NC)I ((6-chloro-4-iodo-pyridin-3-yl)-methyl-amine), C[Si](C)(C)[N-][Si](C)(C)C.[Li+] (lithium bis(trimethylsilyl)amide), FC(C=1C=C(C(=O)Cl)C=C(C1)C(F)(F)F)(F)F (3,5-bis(trifluoromethyl)benzoyl chloride). Run in CCOC(=O)C (EtOAc), C1CCOC1 (THF). Reaction conditions: temperature -78 celsius, time 30 minute. Product: ClC1=CC(=C(C=N1)N(C(C1=CC(=CC(=C1)C(F)(F)F)C(F)(F)F)=O)C)I (N-(6-Chloro-4-iodo-pyridin-3-yl)-N-methyl-3,5-bis-trifluoromethyl-benzamide). RXN SMILES: [Cl:1][C:2]1[N:7]=[CH:6][C:5]([NH:8][CH3:9])=[C:4]([I:10])[CH:3]=1.C[Si]([N-][Si](C)(C)C)(C)C.[Li+].[F:21][C:22]([F:37])([F:36])[C:23]1[CH:24]=[C:25]([CH:29]=[C:30]([C:32]([F:35])([F:34])[F:33])[CH:31]=1)[C:26](Cl)=[O:27].O>C1COCC1.CCOC(C)=O>[Cl:1][C:2]1[N:7]=[CH:6][C:5]([N:8]([CH3:9])[C:26](=[O:27])[C:25]2[CH:24]=[C:23]([C:22]([F:37])([F:36])[F:21])[CH:31]=[C:30]([C:32]([F:35])([F:34])[F:33])[CH:29]=2)=[C:4]([I:10])[CH:3]=1 |f:1.2|. Procedure: To a solution of (6-chloro-4-iodo-pyridin-3-yl)-methyl-amine (300 mg, 1.12 mmol, prepared according to WO2006013050) in THF (3 mL) was added dropwise at −78° C. lithium bis(trimethylsilyl)amide (1M solution in THF, 1.17 mL, 1.17 mmol). The reaction mixture was stirred at −78° C. for 30 minutes. Then, 3,5-bis(trifluoromethyl)benzoyl chloride (340 mg, 1.23 mmol, CAS RN 1271-19-8) was added at −78° C. and the reaction was stirred for 30 minutes at this temperature. The reaction mixture was allowed ... Starting materials: Cl (hydrochloric acid), C(C1=CC=CC=C1)N1CC(OCC1)CC12C3=CC=CC=C3C(C=3C=CC=CC13)CC2 (9-(4-benzyl-2-morpholinylmethyl)-9,10-dihydro-9,10-ethanoanthracene). Reagents/catalysts: [Pd] (palladium on charcoal). Run in C(C)(=O)O (acetic acid). Run at time 14 hour. Product: N1CC(OCC1)CC12C3=CC=CC=C3C(C=3C=CC=CC13)CC2 (9-(2-morpholinylmethyl)-9,10-dihydro-9,10-ethanoanthracene), Cl (hydrochloride). Reaction SMILES: C([N:8]1[CH2:13][CH2:12][O:11][CH:10]([CH2:14][C:15]23[CH2:30][CH2:29][CH:22]([C:23]4[CH:24]=[CH:25][CH:26]=[CH:27][C:28]=42)[C:21]2[C:16]3=[CH:17][CH:18]=[CH:19][CH:20]=2)[CH2:9]1)C1C=CC=CC=1.[ClH:31]>C(O)(=O)C.[Pd]>[NH:8]1[CH2:13][CH2:12][O:11][CH:10]([CH2:14][C:15]23[CH2:30][CH2:29][CH:22]([C:23]4[CH:24]=[CH:25][CH:26]=[CH:27][C:28]=42)[C:21]2[C:16]3=[CH:17][CH:18]=[CH:19][CH:20]=2)[CH2:9]1.[ClH:31]. Procedure: A solution of 9-(4-benzyl-2-morpholinylmethyl)-9,10-dihydro-9,10-ethanoanthracene (150 mg) in acetic acid was added to 10% palladium on charcoal (60 mg) pretreated under hydrogen in hydrochloric acid, and the resulting mixture was stirred under hydrogen at room temperature for 14 hours. After elimination of the catalyst by filtration, the filtrate was evaporated. The residue was neutralized with 10% aqueous sodium hydroxide solution and extracted with chloroform. The chloroform extract was washe... Reactants: CC(=O)OC(C)=O, Cc1ccc(C2NC(C(=O)O)C(C)(C)S2)cc1, O. Yields the product CC(=O)N1C(c2ccc(C)cc2)SC(C)(C)C1C(=O)O. As a reaction SMILES: [CH3:1][C:2](=[O:3])[O:4][C:5](=[O:6])[CH3:7].[CH3:8][C:9]1([CH3:24])[CH:10]([C:21](=[O:22])[OH:23])[NH:11][CH:12]([c:14]2[cH:15][cH:16][c:17]([CH3:20])[cH:18][cH:19]2)[S:13]1.[OH2:25]>>[CH3:1][C:2](=[O:3])[N:11]1[CH:10]([C:21](=[O:22])[OH:23])[C:9]([CH3:8])([CH3:24])[S:13][CH:12]1[c:14]1[cH:15][cH:16][c:17]([CH3:20])[cH:18][cH:19]1. Reagents/catalysts: PCy3. Conditions: temperature 90 celsius, time 24 hour. The product is c1ccccc1c1cscc1. The reactants are CC(C)C[Al](CC(C)C)c1ccccc1 (effective_coupling_partner), CCN(CC)C(=O)Oc1cscc1 (substrate).